Dataset: the Open Reaction Database (ORD), a public repository of structured organic reaction records. Task: describe an organic reaction: reactants, conditions, products, and yield The reactants are C(C)(C)(C)[Si](OCCN(S(=O)(=O)C1=CC=C(C=C1)C1=CC=CC=C1)CCCCO)(C1=CC=CC=C1)C1=CC=CC=C1 (Biphenyl-4-sulfonic acid [2-(tert-butyl-diphenyl-silanyloxy)-ethyl]-(4-hydroxy-butyl)-amide). The solvent is [F-].C(C)(C)(C)[NH3+] (tertiarybutylammonium fluoride). Run at time 30 minute. Product: OCCCCN(S(=O)(=O)C1=CC=C(C=C1)C1=CC=CC=C1)CCO (Biphenyl-4-sulfonic acid-(4-hydroxybutyl)-(2-hydroxyethyl)-amide). RXN SMILES: C([Si](C1C=CC=CC=1)(C1C=CC=CC=1)[O:6][CH2:7][CH2:8][N:9]([CH2:25][CH2:26][CH2:27][CH2:28][OH:29])[S:10]([C:13]1[CH:18]=[CH:17][C:16]([C:19]2[CH:24]=[CH:23][CH:22]=[CH:21][CH:20]=2)=[CH:15][CH:14]=1)(=[O:12])=[O:11])(C)(C)C>[F-].C([NH3+])(C)(C)C>[OH:29][CH2:28][CH2:27][CH2:26][CH2:25][N:9]([CH2:8][CH2:7][OH:6])[S:10]([C:13]1[CH:18]=[CH:17][C:16]([C:19]2[CH:24]=[CH:23][CH:22]=[CH:21][CH:20]=2)=[CH:15][CH:14]=1)(=[O:12])=[O:11] |f:1.2|. Procedure: Biphenyl-4-sulfonic acid [2-(tert-butyl-diphenyl-silanyloxy)-ethyl]-(4-hydroxy-butyl)-amide (1 g) was dissolved in tertiarybutylammonium fluoride (15 mL of 1 M in tetrahydrafuran) and stirring for 30 minutes. The solvent was evaporated and the residue dissolved in methylene chloride, washed with water and dried over Na2SO4. The product was purified by column chromatography (ethyl acetate: light petroleum) to give the title compound. δC (DMSO, 62.9 MHz): 25.1, 29.5, 48.9, 51.2, 57.9, 60.3, 127.1,...